Dataset: the Open Reaction Database (ORD), a public repository of structured organic reaction records. Task: describe an organic reaction: reactants, conditions, products, and yield Starting materials: Cc1ccc(Br)n2ccnc12, [Cu+], CCCC[Sn](CCCC)(CCCC)c1nc(N2CCOCC2)c2nc(CN3CCC(C(C)(C)O)CC3)sc2n1, C1COCCO1, c1ccc(P(c2ccccc2)(c2ccccc2)[Pd](P(c2ccccc2)(c2ccccc2)c2ccccc2)(P(c2ccccc2)(c2ccccc2)c2ccccc2)P(c2ccccc2)(c2ccccc2)c2ccccc2)cc1, O=C([O-])c1cccs1. The product is Cc1ccc(-c2nc(N3CCOCC3)c3nc(CN4CCC(C(C)(C)O)CC4)sc3n2)n2ccnc12. Reaction SMILES: [Br:40][c:41]1[cH:42][cH:43][c:44]([CH3:50])[c:45]2[n:46]1[cH:47][cH:48][n:49]2.[Cu+:142].[O:1]1[CH2:2][CH2:3][N:4]([c:7]2[c:8]3[c:9]([n:10][c:11]([Sn:13]([CH2:14][CH2:15][CH2:16][CH3:17])([CH2:18][CH2:19][CH2:20][CH3:21])[CH2:22][CH2:23][CH2:24][CH3:25])[n:12]2)[s:26][c:27]([CH2:29][N:30]2[CH2:31][CH2:32][CH:33]([C:36]([CH3:37])([CH3:38])[OH:39])[CH2:34][CH2:35]2)[n:28]3)[CH2:5][CH2:6]1.[O:51]1[CH2:52][CH2:53][O:54][CH2:55][CH2:56]1.[cH:57]1[cH:58][cH:59][c:60]([P:61]([Pd:62]([P:63]([c:64]2[cH:65][cH:66][cH:67][cH:68][cH:69]2)([c:70]2[cH:71][cH:72][cH:73][cH:74][cH:75]2)[c:76]2[cH:77][cH:78][cH:79][cH:80][cH:81]2)([P:82]([c:83]2[cH:84][cH:85][cH:86][cH:87][cH:88]2)([c:89]2[cH:90][cH:91][cH:92][cH:93][cH:94]2)[c:95]2[cH:96][cH:97][cH:98][cH:99][cH:100]2)[P:101]([c:102]2[cH:103][cH:104][cH:105][cH:106][cH:107]2)([c:108]2[cH:109][cH:110][cH:111][cH:112][cH:113]2)[c:114]2[cH:115][cH:116][cH:117][cH:118][cH:119]2)([c:120]2[cH:121][cH:122][cH:123][cH:124][cH:125]2)[c:126]2[cH:127][cH:128][cH:129][cH:130][cH:131]2)[cH:132][cH:133]1.[s:134]1[cH:135][cH:136][cH:137][c:138]1[C:139]([O-:140])=[O:141]>>[O:1]1[CH2:2][CH2:3][N:4]([c:7]2[c:8]3[c:9]([n:10][c:11](-[c:41]4[cH:42][cH:43][c:44]([CH3:50])[c:45]5[n:46]4[cH:47][cH:48][n:49]5)[n:12]2)[s:26][c:27]([CH2:29][N:30]2[CH2:31][CH2:32][CH:33]([C:36]([CH3:37])([CH3:38])[OH:39])[CH2:34][CH2:35]2)[n:28]3)[CH2:5][CH2:6]1. The reactants are CS(=O)(=O)Cl (methanesulphonyl chloride), NC1=CC=2C(C3=CC=CC(=C3C(C2C(=C1)OC)=O)OC)=O (2-Amino-9,10-dihydro-4,5-dimethoxy-9,10-dioxoanthracene), O (water). Solvent: N1=CC=CC=C1 (pyridine). Conditions: temperature 90 celsius. The product is COC1=CC(=CC=2C(C3=CC=CC(=C3C(C12)=O)OC)=O)NS(=O)(=O)C (N-(4,5-dimethoxy-9,10-dihydro-9,10-dioxoanthracen-2-yl)methanesulphonamide). As a reaction SMILES: [NH2:1][C:2]1[CH:15]=[C:14]([O:16][CH3:17])[C:13]2[C:12](=[O:18])[C:11]3[C:6](=[CH:7][CH:8]=[CH:9][C:10]=3[O:19][CH3:20])[C:5](=[O:21])[C:4]=2[CH:3]=1.[CH3:22][S:23](Cl)(=[O:25])=[O:24].O>N1C=CC=CC=1>[CH3:17][O:16][C:14]1[C:13]2[C:12](=[O:18])[C:11]3[C:6](=[CH:7][CH:8]=[CH:9][C:10]=3[O:19][CH3:20])[C:5](=[O:21])[C:4]=2[CH:3]=[C:2]([NH:1][S:23]([CH3:22])(=[O:25])=[O:24])[CH:15]=1. Reported procedure: 2-Amino-9,10-dihydro-4,5-dimethoxy-9,10-dioxoanthracene (1.5 g) was dissolved in dry pyridine (30 ml) and freshly distilled methanesulphonyl chloride (0.61 g) slowly added. The mixture was heated to 90° C. for 3 hours under an atmosphere of nitrogen before being allowed to cool to room temperature. The mixture was then poured into water (150 ml), generating a brown precipitate. The solid was collected by filtration and dried in vacuo over silica gel to yield N-(4,5-dimethoxy-9,10-dihydro-9,10-di... Reactants: ClC1=NC(=NC(=C1)OC)SCC1=C(C(=CC=C1)F)F (4-Chloro-2-[[(2,3-difluorophenyl)methyl]thio]-6-methoxypyrimidine), ClC1=NC(=NC(=C1)OC)SCC1=C(C(=CC=C1)F)F (4-Chloro-2-[[(2,3-difluorophenyl)methyl]thio]-6-methoxypyrimidine), CN(CCN(S(=O)(=O)N)C)C (N-[2-(dimethylamino)ethyl]-N-methylsulfamide), C1(CCCCC1)P(C1=C(C=CC=C1)C1=C(C=C(C=C1C(C)C)C(C)C)C(C)C)C1CCCCC1 (2-dicyclohexylphosphino-2′,4′,6′-tri-isopropyl-1,1′-biphenyl), C([O-])([O-])=O.[Cs+].[Cs+] (cesium carbonate). The reagents and catalysts are C=1C=CC(=CC1)/C=C/C(=O)/C=C/C2=CC=CC=C2.C=1C=CC(=CC1)/C=C/C(=O)/C=C/C2=CC=CC=C2.C=1C=CC(=CC1)/C=C/C(=O)/C=C/C2=CC=CC=C2.[Pd].[Pd] (tris(dibenzylideneacetone)dipalladium). Solvent: O1CCOCC1 (dioxane). Yields the product FC1=C(CSC2=NC(=CC(=N2)NS(=O)(=O)N(C)CCN(C)C)OC)C=CC=C1F (N′-{2-[(2,3-Difluorobenzyl)thio]-6-methoxypyrimidin-4-yl}-N-[2-(dimethylamino)ethyl]-N-methylsulfamide). As a reaction SMILES: Cl[C:2]1[CH:7]=[C:6]([O:8][CH3:9])[N:5]=[C:4]([S:10][CH2:11][C:12]2[CH:17]=[CH:16][CH:15]=[C:14]([F:18])[C:13]=2[F:19])[N:3]=1.[CH3:20][N:21]([CH3:30])[CH2:22][CH2:23][N:24]([CH3:29])[S:25]([NH2:28])(=[O:27])=[O:26].C1(P(C2CCCCC2)C2C=CC=CC=2C2C(C(C)C)=CC(C(C)C)=CC=2C(C)C)CCCCC1.C(=O)([O-])[O-].[Cs+].[Cs+]>C1C=CC(/C=C/C(/C=C/C2C=CC=CC=2)=O)=CC=1.C1C=CC(/C=C/C(/C=C/C2C=CC=CC=2)=O)=CC=1.C1C=CC(/C=C/C(/C=C/C2C=CC=CC=2)=O)=CC=1.[Pd].[Pd].O1CCOCC1>[F:19][C:13]1[C:14]([F:18])=[CH:15][CH:16]=[CH:17][C:12]=1[CH2:11][S:10][C:4]1[N:3]=[C:2]([NH:28][S:25]([N:24]([CH2:23][CH2:22][N:21]([CH3:30])[CH3:20])[CH3:29])(=[O:27])=[O:26])[CH:7]=[C:6]([O:8][CH3:9])[N:5]=1 |f:3.4.5,6.7.8.9.10|. Procedure: The title compound was prepared according to the procedure outlined in example 1 step (iv) using a mixture of 4-Chloro-2-[[(2,3-difluorophenyl)methyl]thio]-6-methoxypyrimidine (the product of example 35 step i) (0.35 g), N-[2-(dimethylamino)ethyl]-N-methylsulfamide (prepared according to procedure outlined in Org. Letts 2004, 6 (16), 2705-2708) (0.18 g), tris(dibenzylideneacetone)dipalladium (0) (73 mg), 2-dicyclohexylphosphino-2′,4′,6′-tri-isopropyl-1,1′-biphenyl (XPHOS) (53 mg), cesium carbona... The reactants are c1ccc(CN2CCNCC2)cc1, CC#N, O=S(=O)(Cl)Cl. Product: O=S(=O)(Cl)N1CCN(Cc2ccccc2)CC1. Reaction SMILES: [CH2:1]([c:2]1[cH:3][cH:4][cH:5][cH:6][cH:7]1)[N:8]1[CH2:9][CH2:10][NH:11][CH2:12][CH2:13]1.[CH3:19][C:20]#[N:21].[S:14](=[O:15])(=[O:16])([Cl:17])[Cl:18]>>[CH2:1]([c:2]1[cH:3][cH:4][cH:5][cH:6][cH:7]1)[N:8]1[CH2:9][CH2:10][N:11]([S:14](=[O:15])(=[O:16])[Cl:17])[CH2:12][CH2:13]1. Starting materials: CCn1ncc2ccc3c(=O)c(-c4ccc(C5(NC(=O)OC(C)(C)C)CCC5)cc4)c(-c4ccccc4)oc3c21, CO, Cl, O=C(O)C(F)(F)F, NC1(c2ccc(-c3c(-c4ccccc4)oc4ccc(F)cc4c3=O)cc2)CCC1, O. Yields the product Cl, CCn1ncc2ccc3c(=O)c(-c4ccc(C5(N)CCC5)cc4)c(-c4ccccc4)oc3c21. RXN SMILES: [C:30]([O:31][C:32](=[O:33])[NH:36][C:37]1([c:41]2[cH:42][cH:43][c:44](-[c:47]3[c:48](=[O:68])[c:49]4[cH:50][cH:51][c:52]5[c:53]([c:54]4[o:55][c:56]3-[c:57]3[cH:58][cH:59][cH:60][cH:61][cH:62]3)[n:63]([CH2:66][CH3:67])[n:64][cH:65]5)[cH:45][cH:46]2)[CH2:38][CH2:39][CH2:40]1)([CH3:34])([CH3:35])[CH3:69].[CH3:78][OH:79].[ClH:77].[F:70][C:71]([F:72])([F:73])[C:74]([OH:75])=[O:76].[NH2:1][C:2]1([c:3]2[cH:4][cH:5][c:6](-[c:7]3[c:8](=[O:9])[c:10]4[c:11]([cH:12][cH:13][c:14]([F:15])[cH:16]4)[o:17][c:18]3-[c:19]3[cH:20][cH:21][cH:22][cH:23][cH:24]3)[cH:25][cH:26]2)[CH2:27][CH2:28][CH2:29]1.[OH2:80]>>[ClH:77].[NH2:36][C:37]1([c:41]2[cH:42][cH:43][c:44](-[c:47]3[c:48](=[O:68])[c:49]4[cH:50][cH:51][c:52]5[c:53]([c:54]4[o:55][c:56]3-[c:57]3[cH:58][cH:59][cH:60][cH:61][cH:62]3)[n:63]([CH2:66][CH3:67])[n:64][cH:65]5)[cH:45][cH:46]2)[CH2:38][CH2:39][CH2:40]1. Starting materials: CCOCC, [I-], CN(C)C=O, c1ccc(P(c2ccccc2)c2ccccc2)cc1, C[N+](C)(C)Cc1n[nH]c2ccccc12. Product: [I-], c1ccc([P+](Cc2n[nH]c3ccccc23)(c2ccccc2)c2ccccc2)cc1. As a reaction SMILES: [CH3:35][CH2:36][O:37][CH2:38][CH3:39].[I-:1].[O:40]=[CH:41][N:42]([CH3:43])[CH3:44].[c:16]1([P:22]([c:23]2[cH:24][cH:25][cH:26][cH:27][cH:28]2)[c:29]2[cH:30][cH:31][cH:32][cH:33][cH:34]2)[cH:17][cH:18][cH:19][cH:20][cH:21]1.[nH:2]1[n:3][c:4]([CH2:11][N+:12]([CH3:13])([CH3:14])[CH3:15])[c:5]2[cH:6][cH:7][cH:8][cH:9][c:10]12>>[I-:1].[nH:2]1[n:3][c:4]([CH2:11][P+:22]([c:16]2[cH:17][cH:18][cH:19][cH:20][cH:21]2)([c:23]2[cH:24][cH:25][cH:26][cH:27][cH:28]2)[c:29]2[cH:30][cH:31][cH:32][cH:33][cH:34]2)[c:5]2[cH:6][cH:7][cH:8][cH:9][c:10]12. Starting materials: C(C)(=O)C=1C=C2C3C(C(OC2=CC1)(C)C)O3 (6-acetyl-2,2-dimethyl-3,4-epoxychromane), OC1=NC=CC=C1 (2-hydroxypyridine), [OH-].C(C1=CC=CC=C1)[N+](C)(C)C (benzyltrimethylammonium hydroxide). The solvent is O1CCCC1 (tetrahydrofuran). Yields the product C(C)(=O)C=1C=C2[C@H]([C@@H](C(OC2=CC1)(C)C)O)N1C(C=CC=C1)=O (trans-6-Acetyl-4-(l,2-dihydro-2-oxopyrid-1-yl)-2,2-dimethylchroman-3-ol). Isolated yield 49.8%. Reaction SMILES: [C:1]([C:4]1[CH:5]=[C:6]2[C:11](=[CH:12][CH:13]=1)[O:10][C:9]([CH3:15])([CH3:14])[CH:8]1[O:16][CH:7]21)(=[O:3])[CH3:2].[OH:17][C:18]1[CH:23]=[CH:22][CH:21]=[CH:20][N:19]=1.[OH-].C([N+](C)(C)C)C1C=CC=CC=1>O1CCCC1>[C:1]([C:4]1[CH:5]=[C:6]2[C:11](=[CH:12][CH:13]=1)[O:10][C:9]([CH3:15])([CH3:14])[C@@H:8]([OH:16])[C@@H:7]2[N:19]1[CH:20]=[CH:21][CH:22]=[CH:23][C:18]1=[O:17])(=[O:3])[CH3:2] |f:2.3|. Procedure: A mixture containing 2.1 g of 6-acetyl-2,2-dimethyl-3,4-epoxychromane and 1.7 g of 2-hydroxypyridine in 40 ml of tetrahydrofuran is refluxed for 16 hours in the presence of 0.4 ml of benzyltrimethylammonium hydroxide. The mixture is cooled and the crystals formed are filtered off and washed with tetrahydrofuran. After drying under vacuum at 60° C., 1.5 g of the expected product are obtained. Reaction SMILES: [CH2:1]([CH3:2])[c:3]1[cH:4][nH:5][c:6]2[cH:7][cH:8][cH:9][cH:10][c:11]12.[Cl:19][c:20]1[n:21][c:22]([CH3:28])[n:23][c:24]([NH:26][CH3:27])[cH:25]1.[H-:12].[Na+:13].[O:14]=[CH:15][N:16]([CH3:17])[CH3:18].[OH2:29]>>[CH2:1]([CH3:2])[c:3]1[cH:4][n:5](-[c:20]2[n:21][c:22]([CH3:28])[n:23][c:24]([NH:26][CH3:27])[cH:25]2)[c:6]2[cH:7][cH:8][cH:9][cH:10][c:11]12. Yields the product CCc1cn(-c2cc(NC)nc(C)n2)c2ccccc12. Starting materials: CCc1c[nH]c2ccccc12, CNc1cc(Cl)nc(C)n1, [H-], [Na+], CN(C)C=O, O.